From a dataset of the Open Reaction Database (ORD), a public repository of structured organic reaction records. describe an organic reaction: reactants, conditions, products, and yield Starting materials: C1(=CC=CC2=CC=CC=C12)O (1-naphthol), N1CCCCC1 (piperidine), C=O (formaldehyde). Yields the product N1(CCCCC1)CC1=C(C2=CC=CC=C2C=C1)O (2-(piperidinomethyl)-1-naphthol). Yield: 45.0%. As a reaction SMILES: [C:1]1([OH:11])[C:10]2[C:5](=[CH:6][CH:7]=[CH:8][CH:9]=2)[CH:4]=[CH:3][CH:2]=1.[NH:12]1[CH2:17][CH2:16][CH2:15][CH2:14][CH2:13]1.[CH2:18]=O>>[N:12]1([CH2:18][C:2]2[CH:3]=[CH:4][C:5]3[C:10](=[CH:9][CH:8]=[CH:7][CH:6]=3)[C:1]=2[OH:11])[CH2:17][CH2:16][CH2:15][CH2:14][CH2:13]1. Reported procedure: Brown (Bull. Natl. Inst. Sci. India, No. 31, 167-178, 1965) discloses the following reaction scheme: Mannich reaction of 1-naphthol with piperidine and formaldehyde afforded 2-(piperidinomethyl)-1-naphthol in a yield of 45%. Reduction of 2-(piperidinomethyl)-1-naphthol in the presence of H2 /Pd/SrCO3 afforded 2-methyl-1-naphthol in a yield of 85%.